From a dataset of the Open Reaction Database (ORD), a public repository of structured organic reaction records. describe an organic reaction: reactants, conditions, products, and yield Starting materials: C1CCOC1, CC(C)(C)[O-], COC(=O)CCC(C(N)=O)N1Cc2c(OCc3cccc(C)c3)cccc2C1=O, [K+]. The product is Cc1cccc(COc2cccc3c2CN(C2CCC(=O)NC2=O)C3=O)c1. RXN SMILES: [CH2:36]1[O:37][CH2:38][CH2:39][CH2:40]1.[CH3:1][C:2]([CH3:3])([O-:4])[CH3:5].[CH3:7][O:8][C:9]([CH2:10][CH2:11][CH:12]([N:13]1[C:14](=[O:31])[c:15]2[cH:16][cH:17][cH:18][c:19]([O:22][CH2:23][c:24]3[cH:25][c:26]([CH3:30])[cH:27][cH:28][cH:29]3)[c:20]2[CH2:21]1)[C:32]([NH2:33])=[O:34])=[O:35].[K+:6]>>[O:8]=[C:9]1[CH2:10][CH2:11][CH:12]([N:13]2[C:14](=[O:31])[c:15]3[cH:16][cH:17][cH:18][c:19]([O:22][CH2:23][c:24]4[cH:25][c:26]([CH3:30])[cH:27][cH:28][cH:29]4)[c:20]3[CH2:21]2)[C:32](=[O:34])[NH:33]1. The reactants are CS(=O)(=O)Cl, CCOC(C)=O, ClCCl, Cl, Cl, Fc1ccc(N2CCNCC2)cc1, O. The product is CS(=O)(=O)N1CCN(c2ccc(F)cc2)CC1. RXN SMILES: [CH3:16][S:17]([Cl:18])(=[O:19])=[O:20].[CH3:22][CH2:23][O:24][C:25]([CH3:26])=[O:27].[Cl:28][CH2:29][Cl:30].[ClH:1].[ClH:2].[F:3][c:4]1[cH:5][cH:6][c:7]([N:10]2[CH2:11][CH2:12][NH:13][CH2:14][CH2:15]2)[cH:8][cH:9]1.[OH2:21]>>[F:3][c:4]1[cH:5][cH:6][c:7]([N:10]2[CH2:11][CH2:12][N:13]([S:17]([CH3:16])(=[O:19])=[O:20])[CH2:14][CH2:15]2)[cH:8][cH:9]1.